This data is from the Open Reaction Database (ORD), a public repository of structured organic reaction records. The task is: describe an organic reaction: reactants, conditions, products, and yield Reactants: OCCCCCCCCO, CN(C)CC(N)CC(=O)OCc1ccccc1, COc1ccc(CBr)cc1, COc1ccc(COCCCCCCCCO)cc1, COc1ccc(COCCCCCCCC(=O)O)cc1, Cl, Cl. Product: COc1ccc(COCCCCCCCC(=O)NC(CC(=O)OCc2ccccc2)CN(C)C)cc1. As a reaction SMILES: [CH2:1]([OH:2])[CH2:3][CH2:4][CH2:5][CH2:6][CH2:7][CH2:8][CH2:9][OH:10].[CH2:62]([c:63]1[cH:64][cH:65][cH:66][cH:67][cH:68]1)[O:69][C:70]([CH2:71][CH:72]([CH2:73][N:74]([CH3:75])[CH3:76])[NH2:77])=[O:78].[CH3:11][O:12][c:13]1[cH:14][cH:15][c:16]([CH2:17][Br:18])[cH:19][cH:20]1.[CH3:21][O:22][c:23]1[cH:24][cH:25][c:26]([CH2:27][O:28][CH2:29][CH2:30][CH2:31][CH2:32][CH2:33][CH2:34][CH2:35][CH2:36][OH:37])[cH:38][cH:39]1.[CH3:40][O:41][c:42]1[cH:43][cH:44][c:45]([CH2:46][O:47][CH2:48][CH2:49][CH2:50][CH2:51][CH2:52][CH2:53][CH2:54][C:55]([OH:56])=[O:57])[cH:58][cH:59]1.[ClH:60].[ClH:61]>>[CH3:21][O:22][c:23]1[cH:24][cH:25][c:26]([CH2:27][O:28][CH2:29][CH2:30][CH2:31][CH2:32][CH2:33][CH2:34][CH2:35][C:36](=[O:37])[NH:77][CH:72]([CH2:71][C:70]([O:69][CH2:62][c:63]2[cH:64][cH:65][cH:66][cH:67][cH:68]2)=[O:78])[CH2:73][N:74]([CH3:75])[CH3:76])[cH:38][cH:39]1. As a reaction SMILES: [C:1](#[N:2])[c:3]1[cH:4][cH:5][c:6]([CH2:7][NH:8][C:9]([CH:10]([O:11][CH2:12][CH3:13])[c:14]2[c:15]([F:28])[cH:16][c:17](-[c:21]3[c:22]([OH:27])[cH:23][cH:24][cH:25][cH:26]3)[cH:18][c:19]2[F:20])=[O:29])[cH:30][cH:31]1.[C:39](=[O:40])([O-:41])[O-:42].[Cl:33][CH2:34][CH2:35][N:36]([CH3:37])[CH3:38].[ClH:32].[Cs+:43].[Cs+:44].[O:45]=[CH:46][N:47]([CH3:48])[CH3:49]>>[C:1](#[N:2])[c:3]1[cH:4][cH:5][c:6]([CH2:7][NH:8][C:9]([CH:10]([O:11][CH2:12][CH3:13])[c:14]2[c:15]([F:28])[cH:16][c:17](-[c:21]3[c:22]([O:27][CH2:34][CH2:35][N:36]([CH3:37])[CH3:38])[cH:23][cH:24][cH:25][cH:26]3)[cH:18][c:19]2[F:20])=[O:29])[cH:30][cH:31]1. Yields the product CCOC(C(=O)NCc1ccc(C#N)cc1)c1c(F)cc(-c2ccccc2OCCN(C)C)cc1F. Starting materials: CCOC(C(=O)NCc1ccc(C#N)cc1)c1c(F)cc(-c2ccccc2O)cc1F, O=C([O-])[O-], CN(C)CCCl, Cl, [Cs+], [Cs+], CN(C)C=O.